Dataset: the Open Reaction Database (ORD), a public repository of structured organic reaction records. Task: describe an organic reaction: reactants, conditions, products, and yield Reactants: CC(C)[N-]C(C)C, CCOC(=O)Cl, Cl, [Li+], C1CCOC1, O=C1CSCCN1. Yields the product CCOC(=O)C1SCCNC1=O. Reaction SMILES: [CH:8]([N-:9][CH:10]([CH3:11])[CH3:12])([CH3:13])[CH3:14].[Cl:16][C:17](=[O:18])[O:19][CH2:20][CH3:21].[ClH:22].[Li+:15].[O:23]1[CH2:24][CH2:25][CH2:26][CH2:27]1.[S:1]1[CH2:2][C:3](=[O:7])[NH:4][CH2:5][CH2:6]1>>[S:1]1[CH:2]([C:17](=[O:18])[O:19][CH2:20][CH3:21])[C:3](=[O:7])[NH:4][CH2:5][CH2:6]1. The reactants are FC=1C=C(C=CC1)C=CC(=O)C1=CN=C2SC3=C(N21)CCCCC3 (3-(3-Fluorophenyl)-1-(6,7,8,9-tetrahydro-5H-cyclohept[d]imidazo[2,1-b]thiazol-3-yl)-2-propene-1-one), [BH4-].[Na+] (NaBH4), C(C)O (ethanol). The product is S1C=2N(C(=C1)CO)C=CN2 (imidazo[2,1-b]thiazole-3-methanol). RXN SMILES: FC1C=C(C=CC([C:12]2[N:19]3[C:15]([S:16][C:17]4CCCC[CH2:20][C:18]=43)=[N:14][CH:13]=2)=O)C=CC=1.[BH4-].[Na+].C([OH:29])C>>[S:16]1[CH:17]=[C:18]([CH2:20][OH:29])[N:19]2[CH:12]=[CH:13][N:14]=[C:15]12 |f:1.2|. Procedure: 3-(3-Fluorophenyl)-1-(6,7,8,9-tetrahydro-5H-cyclohept[d]imidazo[2,1-b]thiazol-3-yl)-2-propene-1-one (Formula N-5, X=3-fluoro), 0.34 g, in ethanol (35 mL) was treated with NaBH4 (0.11 g), reacted for 3 hours, and solvent removed in vacuo. The residue was suspended in water, filtered and the filter cake was crystallized from acetonitrile to provide pure α-[2-(3-fluorophenyl) ethenyl]-6,7,8,9-tetrahydro-5H, imidazo[2,1-b]thiazole-3-methanol, 0.30 g, m.p. 175-176° (Formula N-8, X=3-fluoro). The solvent is O1CCCC1 (tetrahydrofuran), O1CCCC1 (tetrahydrofuran), CN(C=O)C (dimethylformamide). Procedure details: A solution of 4-trifluoromethoxyphenylacetonitrile (38.9 g) and 1,3-dibromopropane (39.1 g) in tetrahydrofuran (50 ml) was added under argon to a stirred solution of 50% sodium hydride (19.2 g) in tetrahydrofuran (200 ml) and dimethylformamide (25 ml) at 25°-30° C. over 1 hour. The mixture was stirred at 20° C. for 1.5 hours, then at 30°-40° C. for 1 hour, then cooled and water added. The mixture was filtered and washed with ether. The organic layer was washed with water, dried over magnesium su... Reactants: O (water), FC(OC1=CC=C(C=C1)CC#N)(F)F (4-trifluoromethoxyphenylacetonitrile), BrCCCBr (1,3-dibromopropane), [H-].[Na+] (sodium hydride). Reaction conditions: temperature 20 celsius, time 1.5 hour. Yields the product FC(OC1=CC=C(C=C1)C1(CCC1)C#N)(F)F (1-(4-trifluoromethoxyphenyl)cyclobutanecarbonitrile). As a reaction SMILES: [F:1][C:2]([F:14])([F:13])[O:3][C:4]1[CH:9]=[CH:8][C:7]([CH2:10][C:11]#[N:12])=[CH:6][CH:5]=1.Br[CH2:16][CH2:17][CH2:18]Br.[H-].[Na+].O>O1CCCC1.CN(C)C=O>[F:1][C:2]([F:13])([F:14])[O:3][C:4]1[CH:5]=[CH:6][C:7]([C:10]2([C:11]#[N:12])[CH2:18][CH2:17][CH2:16]2)=[CH:8][CH:9]=1 |f:2.3|. The yield is 66.4%. Starting materials: C(C)(C)(C)OC(NC1=NN(C(=C1CC1=C(C(=CC=C1)Cl)Cl)O)C)=O (tert-butyl(4-(2,3-dichlorobenzyl)-5-hydroxy-1-methyl-1H-pyrazol-3-yl)carbamate), C(=O)([O-])[O-].[Na+].[Na+] (Na2CO3). Solvent: C(Cl)Cl (DCM), C(=O)(C(F)(F)F)O (TFA). Product: NC1=NN(C(=C1CC1=C(C(=CC=C1)Cl)Cl)O)C (3-amino-4-(2,3-dichlorobenzyl)-1-methyl-1H-pyrazol-5-ol). The yield is 64.3%. RXN SMILES: C(OC(=O)[NH:7][C:8]1[C:12]([CH2:13][C:14]2[CH:19]=[CH:18][CH:17]=[C:16]([Cl:20])[C:15]=2[Cl:21])=[C:11]([OH:22])[N:10]([CH3:23])[N:9]=1)(C)(C)C.C([O-])([O-])=O.[Na+].[Na+]>C(Cl)Cl.C(O)(C(F)(F)F)=O>[NH2:7][C:8]1[C:12]([CH2:13][C:14]2[CH:19]=[CH:18][CH:17]=[C:16]([Cl:20])[C:15]=2[Cl:21])=[C:11]([OH:22])[N:10]([CH3:23])[N:9]=1 |f:1.2.3|. Procedure details: To a solution of tert-butyl(4-(2,3-dichlorobenzyl)-5-hydroxy-1-methyl-1H-pyrazol-3-yl)carbamate (15 g, 40 mmol) in DCM (150 mL), TFA (10 mL) was added dropwise at room temperature with stirring. The reaction mixture was stirred at room temperature overnight. Then the pH of the reaction mixture was adjusted to 10 with aq. Na2CO3, and extracted with DCM (100 mL*3). The combined organic layers were washed with brine, dried over Na2SO4, filtered and the filtrate was concentrated to provide the title... Product: Nc1cc2c(cc1Oc1ccccc1)C(=O)OC2. Reaction SMILES: [CH3:21][OH:22].[N+:1]([O-:2])(=[O:3])[c:4]1[cH:5][c:6]2[c:11]([cH:12][c:13]1[O:14][c:15]1[cH:16][cH:17][cH:18][cH:19][cH:20]1)[C:9](=[O:10])[O:8][CH2:7]2.[O:23]1[CH2:24][CH2:25][CH2:26][CH2:27]1>>[NH2:1][c:4]1[cH:5][c:6]2[c:11]([cH:12][c:13]1[O:14][c:15]1[cH:16][cH:17][cH:18][cH:19][cH:20]1)[C:9](=[O:10])[O:8][CH2:7]2. Reactants: CO, O=C1OCc2cc([N+](=O)[O-])c(Oc3ccccc3)cc21, C1CCOC1. The solvent is O1CCCC1 (tetrahydrofuran), CN(C=O)C (N,N-dimethylformamide), C(C)N(CC)CC (Triethylamine), ClCCl (dichloromethane). Reactants: C[Si](C)(C)C#C (trimethylsilylacetylene), BrC=1C=C2C=C(NC2=CC1)C(=O)N[C@H]1[C@H](CCCC1)NC(=O)C=1SC=2CN(CCC2N1)C ((±)-cis-N1-[(5-bromoindol-2-yl)carbonyl]-N2-[(5-methyl-4,5,6,7-tetrahydrothiazolo[5,4-c]pyridin-2-yl)carbonyl]-1,2-cyclohexanediamine), C1(=CC=CC=C1)P(C1=CC=CC=C1)C1=CC=CC=C1 (triphenylphosphine), C(O)([O-])=O.[Na+] (sodium hydrogencarbonate). Reagents/catalysts: C(C)(=O)[O-].[Pd+2].C(C)(=O)[O-] (palladium acetate). Procedure: Triethylamine (6 ml), N,N-dimethylformamide (5 ml), trimethylsilylacetylene (0.250 ml) and palladium acetate (20 mg) were added to a tetrahydrofuran solution (2 ml) of (±)-cis-N1-[(5-bromoindol-2-yl)carbonyl]-N2-[(5-methyl-4,5,6,7-tetrahydrothiazolo[5,4-c]pyridin-2-yl)carbonyl]-1,2-cyclohexanediamine (300 mg) and triphenylphosphine (70 mg) at room temperature. After stirring at 90° C. for 2 hours, the reaction mixture was allowed to cool to room temperature, and dichloromethane (20 ml) and a sat... Reaction conditions: temperature 90 celsius, time 2 hour. The product is CN1CC2=C(CC1)N=C(S2)C(=O)N[C@H]2[C@H](CCCC2)NC(=O)C=2NC1=CC=C(C=C1C2)C#C[Si](C)(C)C ((±)-cis-N1-[(5-methyl-4,5,6,7-tetrahydrothiazolo[5,4-c]pyridin-2-yl)carbonyl]-N2-[[5-(trimethylsilylethynyl)indol-2-yl]carbonyl]-1,2-cyclohexanediamine). Reaction SMILES: [CH3:1][Si:2]([C:5]#[CH:6])([CH3:4])[CH3:3].Br[C:8]1[CH:9]=[C:10]2[C:14](=[CH:15][CH:16]=1)[NH:13][C:12]([C:17]([NH:19][C@@H:20]1[CH2:25][CH2:24][CH2:23][CH2:22][C@@H:21]1[NH:26][C:27]([C:29]1[S:30][C:31]3[CH2:32][N:33]([CH3:38])[CH2:34][CH2:35][C:36]=3[N:37]=1)=[O:28])=[O:18])=[CH:11]2.C1(P(C2C=CC=CC=2)C2C=CC=CC=2)C=CC=CC=1.C(=O)([O-])O.[Na+]>C([O-])(=O)C.[Pd+2].C([O-])(=O)C.ClCCl.O1CCCC1.CN(C)C=O.C(N(CC)CC)C>[CH3:38][N:33]1[CH2:34][CH2:35][C:36]2[N:37]=[C:29]([C:27]([NH:26][C@@H:21]3[CH2:22][CH2:23][CH2:24][CH2:25][C@@H:20]3[NH:19][C:17]([C:12]3[NH:13][C:14]4[C:10]([CH:11]=3)=[CH:9][C:8]([C:6]#[C:5][Si:2]([CH3:4])([CH3:3])[CH3:1])=[CH:16][CH:15]=4)=[O:18])=[O:28])[S:30][C:31]=2[CH2:32]1 |f:3.4,5.6.7|.